Dataset: the Open Reaction Database (ORD), a public repository of structured organic reaction records. Task: describe an organic reaction: reactants, conditions, products, and yield The reactants are ClCCN1CCOCC1, Cl, [H-], [Na+], CN(C)C=O, N#Cc1ccc(O)cc1. Product: N#Cc1ccc(OCCN2CCOCC2)cc1. As a reaction SMILES: [Cl:12][CH2:13][CH2:14][N:15]1[CH2:16][CH2:17][O:18][CH2:19][CH2:20]1.[ClH:21].[H-:11].[Na+:10].[O:22]=[CH:23][N:24]([CH3:25])[CH3:26].[OH:1][c:2]1[cH:3][cH:4][c:5]([C:8]#[N:9])[cH:6][cH:7]1>>[O:1]([c:2]1[cH:3][cH:4][c:5]([C:8]#[N:9])[cH:6][cH:7]1)[CH2:13][CH2:14][N:15]1[CH2:16][CH2:17][O:18][CH2:19][CH2:20]1. Reactants: CC1(C)CC(c2ccccc2[N+](=O)[O-])Nc2ccc(C#N)cc21, CCO, [Cl-], [Fe], [NH4+]. Yields the product CC1(C)CC(c2ccccc2N)Nc2ccc(C#N)cc21. As a reaction SMILES: [CH3:1][C:2]1([CH3:23])[CH2:3][CH:4]([c:14]2[c:15]([N+:20]([O-:21])=[O:22])[cH:16][cH:17][cH:18][cH:19]2)[NH:5][c:6]2[cH:7][cH:8][c:9]([C:12]#[N:13])[cH:10][c:11]21.[CH3:26][CH2:27][OH:28].[Cl-:24].[Fe:29].[NH4+:25]>>[CH3:1][C:2]1([CH3:23])[CH2:3][CH:4]([c:14]2[c:15]([NH2:20])[cH:16][cH:17][cH:18][cH:19]2)[NH:5][c:6]2[cH:7][cH:8][c:9]([C:12]#[N:13])[cH:10][c:11]21. Starting materials: BrC=1SC=CN1 (bromothiazole), C1=NC=CC2=CC(=CC=C12)B(O)O (isoquinolin-6-ylboronic acid), S(=O)(=O)(C1=CC=C([N+](=O)[O-])C=C1)N1CC1 (nosyl aziridine), N[C@H](CN)[C@@H](\C=C\C)C1=CC=C(C=C1)C(F)(F)F ((2S,3S,E)-2-amino-3-(4-(trifluoromethyl)phenyl)hex-4-enylamine), N[C@H](CO)[C@@H](\C=C\C)C1=CC=C(C=C1)C(F)(F)F ((2S,3S,E)-2-amino-3-(4-(trifluoromethyl)phenyl)hex-4-en-1-ol). Yields the product N[C@H](CNC=1SC(=CN1)C=1C=C2C=CN=CC2=CC1)[C@@H](\C=C\C)C1=CC=C(C=C1)C(F)(F)F (N-((2S,3S,E)-2-amino-3-(4-(trifluoromethyl)phenyl)hex-4-enyl)-5-(isoquinolin-6-yl)thiazol-2-amine), nosyl. Reaction SMILES: S(N1CC1)(C1C=CC([N+]([O-])=O)=CC=1)(=O)=O.[NH2:16][C@@H:17]([C@H:20]([C:24]1[CH:29]=[CH:28][C:27]([C:30]([F:33])([F:32])[F:31])=[CH:26][CH:25]=1)/[CH:21]=[CH:22]/[CH3:23])[CH2:18][NH2:19].Br[C:35]1[S:36][CH:37]=[CH:38][N:39]=1.[CH:40]1[C:49]2[C:44](=[CH:45][C:46](B(O)O)=[CH:47][CH:48]=2)[CH:43]=[CH:42][N:41]=1.N[C@@H]([C@H](C1C=CC(C(F)(F)F)=CC=1)/C=C/C)CO>>[NH2:16][C@@H:17]([C@H:20]([C:24]1[CH:25]=[CH:26][C:27]([C:30]([F:31])([F:32])[F:33])=[CH:28][CH:29]=1)/[CH:21]=[CH:22]/[CH3:23])[CH2:18][NH:19][C:35]1[S:36][C:37]([C:46]2[CH:45]=[C:44]3[C:49](=[CH:48][CH:47]=2)[CH:40]=[N:41][CH:42]=[CH:43]3)=[CH:38][N:39]=1. Procedure: The title compound was synthesized in a manner similar to that described for Example 35 using a nosyl aziridine intermediate to introduce the (2S,3S,E)-2-amino-3-(4-(trifluoromethyl)phenyl)hex-4-enylamine side chain to make the bromothiazole intermediate that was coupled with isoquinolin-6-ylboronic acid. The nosyl aziridne was prepared in a similar manner to that described for Example 17 starting with (2S,3S,E)-2-amino-3-(4-(trifluoromethyl)phenyl)hex-4-en-1-ol which was prepared as shown in Sc... Product: OCC(C)(C)N1C=C(C=2C=NC=CC21)C(=O)C2=NC=CC(=C2)NC(CC2=CC(=CC=C2)C(F)(F)F)=O (N-(2-{[1-(1-hydroxy-2-methylpropan-2-yl)-1H-pyrrolo[3,2-c]pyridin-3-yl]carbonyl}pyridin-4-yl)-2-[3-(trifluoromethyl)phenyl]acetamide). Starting materials: NC1=CC(=NC=C1)C(=O)C1=CN(C2=C1C=NC=C2)C(CO[Si](C)(C)C(C)(C)C)(C)C ((4-aminopyridin-2-yl)[1-(2-{[tert-butyl(dimethyl)silyl]oxy}-1,1-dimethylethyl)-1H-pyrrolo[3,2-c]pyridin-3-yl]methanone), FC(C=1C=C(C=CC1)CC(=O)O)(F)F (3-trifluoromethylphenylacetic acid). Procedure details: Prepared according to Method M (Example 206) using (4-aminopyridin-2-yl)[1-(2-{[tert-butyl(dimethyl)silyl]oxy}-1,1-dimethylethyl)-1H-pyrrolo[3,2-c]pyridin-3-yl]methanone (Preparation 27) and 3-trifluoromethylphenylacetic acid at 70° C. The residue was purified over neutral alumina eluting with 50%-60% EtOAc in hexane followed by acid deprotection using 10% HCl in dioxane at room temperature for 18 hours. The reaction was concentrated in vacuo and purified using preparative HPLC to afford the tit... RXN SMILES: [NH2:1][C:2]1[CH:7]=[CH:6][N:5]=[C:4]([C:8]([C:10]2[C:14]3[CH:15]=[N:16][CH:17]=[CH:18][C:13]=3[N:12]([C:19]([CH3:30])([CH3:29])[CH2:20][O:21][Si](C(C)(C)C)(C)C)[CH:11]=2)=[O:9])[CH:3]=1.[F:31][C:32]([F:44])([F:43])[C:33]1[CH:34]=[C:35]([CH2:39][C:40]([OH:42])=O)[CH:36]=[CH:37][CH:38]=1>>[OH:21][CH2:20][C:19]([N:12]1[C:13]2[CH:18]=[CH:17][N:16]=[CH:15][C:14]=2[C:10]([C:8]([C:4]2[CH:3]=[C:2]([NH:1][C:40](=[O:42])[CH2:39][C:35]3[CH:36]=[CH:37][CH:38]=[C:33]([C:32]([F:31])([F:44])[F:43])[CH:34]=3)[CH:7]=[CH:6][N:5]=2)=[O:9])=[CH:11]1)([CH3:30])[CH3:29]. Run in C1=CC=CC=C1 (benzene). Reagents/catalysts: C(C)N(CC)CC (triethylamine). Yields the product COC1=CC=C(C=C1)NC(OC1=CC=C(C=C1)OCC(OC)OC)=O (O-[4-(2,2-dimethoxyethoxy)phenyl] N-4-methoxyphenylcarbamate). Conditions: time 6 hour. The reactants are COC1=CC=C(C=C1)N=C=O (4-Methoxyphenyl isocyanate), COC(COC1=CC=C(C=C1)O)OC (4-(2,2-Dimethoxyethoxy)phenol), [N-]=C=O (isocyanate). Reaction SMILES: [CH3:1][O:2][CH:3]([O:13][CH3:14])[CH2:4][O:5][C:6]1[CH:11]=[CH:10][C:9]([OH:12])=[CH:8][CH:7]=1.[CH3:15][O:16][C:17]1[CH:22]=[CH:21][C:20]([N:23]=[C:24]=[O:25])=[CH:19][CH:18]=1.[N-]=C=O>C1C=CC=CC=1.C(N(CC)CC)C>[CH3:15][O:16][C:17]1[CH:22]=[CH:21][C:20]([NH:23][C:24](=[O:25])[O:12][C:9]2[CH:10]=[CH:11][C:6]([O:5][CH2:4][CH:3]([O:2][CH3:1])[O:13][CH3:14])=[CH:7][CH:8]=2)=[CH:19][CH:18]=1. Reported procedure: 4-(2,2-Dimethoxyethoxy)phenol (0.05 mole) dissolved in benzene (10 ml) is charged into a glass reaction flask equipped with a mechanical stirrer. 4-Methoxyphenyl isocyanate (0.06 mole) and triethylamine (3 drops) are then added, and the resulting mixture is stirred at room temperature for a period of about 6 hours. The mixture is then stripped of solvent and unreacted isocyanate to yield the desired product O-[4-(2,2-dimethoxyethoxy)phenyl] N-4-methoxyphenylcarbamate as the residue. Starting materials: COC(/C(=C\CC)/I)=O ((E)-2-iodo-pentenoic acid methyl ester), C1(=CC=CC=C1)P(C1=CC=CC=C1)C1=CC=CC=C1 (triphenylphosphine), C[Si](C)(C)Cl (trimethylsilyl chloride), [Cl-].[NH4+] (ammonium chloride), BrCCBr (1,2-dibromoethane), CS(=O)(=O)C1=CC=C(C=C1)Br (4-bromophenyl methyl sulfone). The reagents and catalysts are C=1C=CC(=CC1)/C=C/C(=O)/C=C/C2=CC=CC=C2.C=1C=CC(=CC1)/C=C/C(=O)/C=C/C2=CC=CC=C2.[Pd] (bis(dibenzylideneacetone)palladium(0)), [Zn] (zinc), [Zn] (zinc), [Zn] (zinc), [Zn] (zinc), [Zn] (zinc), [Zn] (zinc). Solvent: O1CCCC1 (tetrahydrofuran), O1CCCC1 (tetrahydrofuran), O1CCCC1 (tetrahydrofuran), O1CCCC1 (tetrahydrofuran), O1CCCC1 (tetrahydrofuran). Run at temperature 25 celsius, time 15 minute. The product is hexanes ethyl acetate, COC(\C(=C\CC)\C1=CC=C(C=C1)S(=O)(=O)C)=O ((E)-2-(4-(methanesulfonyl)-phenyl)-pentenoic acid methyl ester). Yield: 77.8%. RXN SMILES: BrCCBr.C[Si](Cl)(C)C.[CH3:10][O:11][C:12](=[O:18])/[C:13](/I)=[CH:14]\[CH2:15][CH3:16].C1(P(C2C=CC=CC=2)C2C=CC=CC=2)C=CC=CC=1.[CH3:38][S:39]([C:42]1[CH:47]=[CH:46][C:45](Br)=[CH:44][CH:43]=1)(=[O:41])=[O:40].[Cl-].[NH4+]>O1CCCC1.[Zn].C1C=CC(/C=C/C(/C=C/C2C=CC=CC=2)=O)=CC=1.C1C=CC(/C=C/C(/C=C/C2C=CC=CC=2)=O)=CC=1.[Pd]>[CH3:10][O:11][C:12](=[O:18])/[C:13](/[C:45]1[CH:46]=[CH:47][C:42]([S:39]([CH3:38])(=[O:41])=[O:40])=[CH:43][CH:44]=1)=[CH:14]/[CH2:15][CH3:16] |f:5.6,9.10.11|. Procedure details: A mixture of zinc dust (2.36 g, 36 mmol, Aldrich, −325 mesh) and dry tetrahydrofuran (3 mL) under argon was treated with 1,2-dibromoethane (0.28 g, 1.5 mmol). The zinc suspension was then heated with a heat gun to ebullition, allowed to cool, and heated again. This process was repeated three times to make sure the zinc dust was activated. The activated zinc dust suspension was then treated with trimethylsilyl chloride (163 mg, 1.5 mmol), and the suspension was stirred for 15 min at 25° C. The re... The reactants are Cl.FC1=CC=C(CC2CCNCC2)C=C1 (4-(4-fluorobenzyl)piperidine hydrochloride), C(C1=CC=CC=C1)OC1=C(C=C(OCCBr)C=C1)F (2-(4-benzoxy-3-fluorophenoxy)ethyl bromide), C([O-])([O-])=O.[K+].[K+] (potassium carbonate), solid. Product: Cl.OC1=C(C=C(OCCN2CCC(CC2)CC2=CC=C(C=C2)F)C=C1)F (1-[2-(4-Hydroxy-3-fluorophenoxy)ethyl]-4-(4-fluorobenzyl)piperidine hydrochloride). Reaction SMILES: [ClH:1].[F:2][C:3]1[CH:15]=[CH:14][C:6]([CH2:7][CH:8]2[CH2:13][CH2:12][NH:11][CH2:10][CH2:9]2)=[CH:5][CH:4]=1.C([O:23][C:24]1[CH:33]=[CH:32][C:27]([O:28][CH2:29][CH2:30]Br)=[CH:26][C:25]=1[F:34])C1C=CC=CC=1.C(=O)([O-])[O-].[K+].[K+]>>[ClH:1].[OH:23][C:24]1[CH:33]=[CH:32][C:27]([O:28][CH2:29][CH2:30][N:11]2[CH2:10][CH2:9][CH:8]([CH2:7][C:6]3[CH:5]=[CH:4][C:3]([F:2])=[CH:15][CH:14]=3)[CH2:13][CH2:12]2)=[CH:26][C:25]=1[F:34] |f:0.1,3.4.5,6.7|. Procedure: The title compound was prepared from 4-(4-fluorobenzyl)piperidine hydrochloride (344 mg, 1.50 mmol), 2-(4-benzoxy-3-fluorophenoxy)ethyl bromide (487 mg, 1.50 mmol), potassium carbonate (518 mg, 3.75 mmol) in two steps as white-off solid (277 mg), mp 184-186° C. 1H NMR (CD3OD) 1.40 (m, 2 H), 1.709 (m, 3 H), 2.424 (d, J=4.8 Hz, 2 H), 2.850 (m, 2 H), 3.319 (m, 2 H), 3.443 (d, J=12.0 Hz, 2 H), 4.087 (s, 2 H), 6.50 (m, 1 H), 6.642 (m, 2 H), 6.833 (m, 2 H), 7.021 (m, 2 H). The reactants are COc1cccc(C=[N+]2CCOCC2)c1OC, [Cl-], Nc1cccc2c(O)cccc12. Yields the product COc1cccc(C(c2ccc3c(N)cccc3c2O)N2CCOCC2)c1OC. RXN SMILES: [CH3:14][O:15][c:16]1[c:17]([CH:18]=[N+:19]2[CH2:20][CH2:21][O:22][CH2:23][CH2:24]2)[cH:25][cH:26][cH:27][c:28]1[O:29][CH3:30].[Cl-:13].[NH2:1][c:2]1[c:3]2[cH:4][cH:5][cH:6][c:7]([OH:12])[c:8]2[cH:9][cH:10][cH:11]1>>[NH2:1][c:2]1[c:3]2[cH:4][cH:5][c:6]([CH:18]([c:17]3[c:16]([O:15][CH3:14])[c:28]([O:29][CH3:30])[cH:27][cH:26][cH:25]3)[N:19]3[CH2:20][CH2:21][O:22][CH2:23][CH2:24]3)[c:7]([OH:12])[c:8]2[cH:9][cH:10][cH:11]1. Starting materials: ClC=1C=NC=2N(C1)N=C(C2)C(=O)O (6-chloro-pyrazolo[1,5-a]pyrimidine-2-carboxylic acid), CC1NCCC2=CC=C(C=C12)C1=NC=CC=C1 (1-Methyl-7-pyridin-2-yl-1,2,3,4-tetrahydro-isoquinoline). Product: ClC=1C=NC=2N(C1)N=C(C2)C(=O)N2C(C1=CC(=CC=C1CC2)C2=NC=CC=C2)C ((6-Chloro-pyrazolo[1,5-a]pyrimidin-2-yl)-(1-methyl-7-pyridin-2-yl-3,4-dihydro-1H-isoquinolin-2-yl)-methanone). As a reaction SMILES: [Cl:1][C:2]1[CH:3]=[N:4][C:5]2[N:6]([N:8]=[C:9]([C:11]([OH:13])=O)[CH:10]=2)[CH:7]=1.[CH3:14][CH:15]1[C:24]2[C:19](=[CH:20][CH:21]=[C:22]([C:25]3[CH:30]=[CH:29][CH:28]=[CH:27][N:26]=3)[CH:23]=2)[CH2:18][CH2:17][NH:16]1>>[Cl:1][C:2]1[CH:3]=[N:4][C:5]2[N:6]([N:8]=[C:9]([C:11]([N:16]3[CH2:17][CH2:18][C:19]4[C:24](=[CH:23][C:22]([C:25]5[CH:30]=[CH:29][CH:28]=[CH:27][N:26]=5)=[CH:21][CH:20]=4)[CH:15]3[CH3:14])=[O:13])[CH:10]=2)[CH:7]=1. Reported procedure: In close analogy to the procedure described in Example 1, 6-chloro-pyrazolo[1,5-a]pyrimidine-2-carboxylic acid is reacted with 1-Methyl-7-pyridin-2-yl-1,2,3,4-tetrahydro-isoquinoline to provide the title compound in moderate yield. Starting materials: Cc1ccc2c(c1)CC(OCCBr)c1ccccc1S2, O=C([O-])[O-], CCOC(=O)C1CCCNC1, CN(C)C=O, [K+], [K+], O, c1ccccc1. Yields the product CCOC(=O)C1CCCN(CCOC2Cc3cc(C)ccc3Sc3ccccc32)C1. RXN SMILES: [Br:1][CH2:2][CH2:3][O:4][CH:5]1[CH2:6][c:7]2[c:8]([cH:16][cH:17][c:18]([CH3:20])[cH:19]2)[S:9][c:10]2[c:11]1[cH:12][cH:13][cH:14][cH:15]2.[C:32](=[O:33])([O-:34])[O-:35].[CH2:21]([CH3:22])[O:23][C:24](=[O:25])[CH:26]1[CH2:27][NH:28][CH2:29][CH2:30][CH2:31]1.[CH3:44][N:45]([CH3:46])[CH:47]=[O:48].[K+:36].[K+:37].[OH2:49].[cH:38]1[cH:39][cH:40][cH:41][cH:42][cH:43]1>>[CH2:2]([CH2:3][O:4][CH:5]1[CH2:6][c:7]2[c:8]([cH:16][cH:17][c:18]([CH3:20])[cH:19]2)[S:9][c:10]2[c:11]1[cH:12][cH:13][cH:14][cH:15]2)[N:28]1[CH2:27][CH:26]([C:24]([O:23][CH2:21][CH3:22])=[O:25])[CH2:31][CH2:30][CH2:29]1.